From a dataset of the Open Reaction Database (ORD), a public repository of structured organic reaction records. describe an organic reaction: reactants, conditions, products, and yield Starting materials: C(CC=C)N1N=NC=C1 (1-but-3-enyl-1H-[1,2,3]triazole), C(C)(C)(C)[Si](C)(C)OC1=CC=C(C=C1)I (tert-butyl-(4-iodo-phenoxy)-dimethyl-silane), C1(=CC=CC=C1)P(C1=CC=CC=C1)C1=CC=CC=C1 (triphenylphosphine). The reagents and catalysts are C(C)(=O)[O-].[Pd+2].C(C)(=O)[O-] (palladium(II)acetate). The solvent is C(C)N(CC)CC (triethylamine). Yields the product N1(N=NC=C1)CCC=CC1=CC=C(C=C1)O (4-(4-[1,2,3]Triazol-1-yl-but-1-enyl)-phenol). Reaction SMILES: [CH2:1]([N:5]1[CH:9]=[CH:8][N:7]=[N:6]1)[CH2:2][CH:3]=[CH2:4].C([Si]([O:17][C:18]1[CH:23]=[CH:22][C:21](I)=[CH:20][CH:19]=1)(C)C)(C)(C)C.C1(P(C2C=CC=CC=2)C2C=CC=CC=2)C=CC=CC=1>C([O-])(=O)C.[Pd+2].C([O-])(=O)C.C(N(CC)CC)C>[N:5]1([CH2:1][CH2:2][CH:3]=[CH:4][C:21]2[CH:22]=[CH:23][C:18]([OH:17])=[CH:19][CH:20]=2)[CH:9]=[CH:8][N:7]=[N:6]1 |f:3.4.5|. Procedure details: A mixture of 3.00 g (24.4 mmol) 1-but-3-enyl-1H-[1,2,3]triazole, 6.79 g (20.3 mmol) tert-butyl-(4-iodo-phenoxy)-dimethyl-silane, 1.07 g (4.06 mmol) triphenylphosphine, 0.685 g (3.05 mmol) palladium(II)acetate and 56 ml triethylamine was heated to reflux for 24 h. The reaction mixture was cooled to r.t., evaporated, stirred with ice and adjusted to pH=1 by addition of conc. HCl. The organic material was collected with ethyl acetate/dichloromethane 1:2, the organic phase dried over sodium sulfate ... Reactants: BrC1=CC(=CC(=C1)S(=O)(=O)CCC)OC (1-bromo-3-methoxy-5-(propane-1-sulfonyl)-benzene), B(Br)(Br)Br (boron tribromide). The product is BrC=1C=C(C=C(C1)S(=O)(=O)CCC)O (3-bromo-5-(propane-1-sulfonyl)-phenol). Isolated yield 77.9%. Reaction SMILES: [Br:1][C:2]1[CH:7]=[C:6]([S:8]([CH2:11][CH2:12][CH3:13])(=[O:10])=[O:9])[CH:5]=[C:4]([O:14]C)[CH:3]=1.B(Br)(Br)Br>>[Br:1][C:2]1[CH:3]=[C:4]([OH:14])[CH:5]=[C:6]([S:8]([CH2:11][CH2:12][CH3:13])(=[O:9])=[O:10])[CH:7]=1. Procedure: A similar procedure as described in Example 47, step 4 was used, starting from 1-bromo-3-methoxy-5-(propane-1-sulfonyl)-benzene (1.55 g, 5.29 mmol) and boron tribromide (10.57 mL, 10.57 mmol, 1.0M in dichloromethane) to afford 3-bromo-5-(propane-1-sulfonyl)-phenol (1.15 g, 78%) as a white solid: ES(+)-HRMS m/e calcd for C9H11BrO3S (M+Na)+ 300.9504, found 300.9503. Starting materials: O1CCCC1 (tetrahydrofuran), [N+](=O)([O-])C=1C=C(C=CC1)NC#N (3-nitrophenyl cyanamide), CI (methyl iodide), [H-].[Na+] (sodium hydride). The solvent is CN(C=O)C (dimethylformamide), O (water), CN(C=O)C (dimethylformamide). Run at temperature -20 celsius, time 8 minute. Yields the product CN(C#N)C1=CC(=CC=C1)[N+](=O)[O-] (N-Methyl-3-nitrophenyl cyanamide). RXN SMILES: [N+:1]([C:4]1[CH:5]=[C:6]([NH:10][C:11]#[N:12])[CH:7]=[CH:8][CH:9]=1)([O-:3])=[O:2].O1CCC[CH2:14]1.[H-].[Na+].CI>CN(C)C=O.O>[CH3:14][N:10]([C:6]1[CH:7]=[CH:8][CH:9]=[C:4]([N+:1]([O-:3])=[O:2])[CH:5]=1)[C:11]#[N:12] |f:2.3|. Reported procedure: To a cooled (-20° C.) and stirred solution of 3-nitrophenyl cyanamide (1 g) in a mixture of anhydrous tetrahydrofuran and anhydrous dimethylformamide (3:1; 20 ml) was added sodium hydride (60% dispersion in oil; 294 mg) in one portion, under a nitrogen atmosphere. After 8 minutes of stirring at -20° C., methyl iodide (1.14 ml) was added and the red mixture was allowed to warm to room temperature and diluted with anhydrous dimethylformamide (5 ml). After a further 45 minutes of stirring, water (7... Reactants: CO, CC(=O)OCCN1CCN(C)c2cc(Nc3ncc(Cl)c(NC4CCCCC4NS(C)(=O)=O)n3)ccc2C1, ClCCl, [Li+], N, C1COCCO1, [OH-]. Product: CN1CCN(CCO)Cc2ccc(Nc3ncc(Cl)c(NC4CCCCC4NS(C)(=O)=O)n3)cc21. As a reaction SMILES: [CH3:48][OH:49].[Cl:1][c:2]1[c:3]([NH:27][CH:28]2[CH:29]([NH:34][S:35](=[O:36])(=[O:37])[CH3:38])[CH2:30][CH2:31][CH2:32][CH2:33]2)[n:4][c:5]([NH:8][c:9]2[cH:10][cH:11][c:12]3[c:13]([cH:26]2)[N:14]([CH3:25])[CH2:15][CH2:16][N:17]([CH2:19][CH2:20][O:21][C:22](=[O:23])[CH3:24])[CH2:18]3)[n:6][cH:7]1.[Cl:50][CH2:51][Cl:52].[Li+:46].[NH3:47].[O:39]1[CH2:40][CH2:41][O:42][CH2:43][CH2:44]1.[OH-:45]>>[Cl:1][c:2]1[c:3]([NH:27][CH:28]2[CH:29]([NH:34][S:35](=[O:36])(=[O:37])[CH3:38])[CH2:30][CH2:31][CH2:32][CH2:33]2)[n:4][c:5]([NH:8][c:9]2[cH:10][cH:11][c:12]3[c:13]([cH:26]2)[N:14]([CH3:25])[CH2:15][CH2:16][N:17]([CH2:19][CH2:20][OH:21])[CH2:18]3)[n:6][cH:7]1. Starting materials: C(C)(=O)NC=1SC2=C(N1)C(=CC=C2)OC2=CC(=NC=N2)C2=C(C=C(C=C2)C(F)(F)F)NC(=O)[C@H]2NCCC2 ((2S)-N-(2-(6-(2-Acetamidobenzo[d]thiazol-4-yloxy)pyrimidin-4-yl)-5-(trifluoromethyl)-phenyl)pyrrolidine-2-carboxamide), CC(=O)C (acetone). Product: C(C)(=O)NC=1SC2=C(N1)C(=CC=C2)OC2=CC(=NC=N2)C2=C(C=C(C=C2)C(F)(F)F)NC(=O)[C@H]2N(CCC2)C(C)C ((2S)-N-(2-(6-(2-Acetamidobenzo[d]thiazol-4-yloxy)pyrimidin-4-yl)-5-(trifluoromethyl)phenyl)-1-isopropylpyrrolidine-2-carboxamide). RXN SMILES: [C:1]([NH:4][C:5]1[S:6][C:7]2[CH:13]=[CH:12][CH:11]=[C:10]([O:14][C:15]3[N:20]=[CH:19][N:18]=[C:17]([C:21]4[CH:26]=[CH:25][C:24]([C:27]([F:30])([F:29])[F:28])=[CH:23][C:22]=4[NH:31][C:32]([C@@H:34]4[CH2:38][CH2:37][CH2:36][NH:35]4)=[O:33])[CH:16]=3)[C:8]=2[N:9]=1)(=[O:3])[CH3:2].[CH3:39][C:40]([CH3:42])=O>>[C:1]([NH:4][C:5]1[S:6][C:7]2[CH:13]=[CH:12][CH:11]=[C:10]([O:14][C:15]3[N:20]=[CH:19][N:18]=[C:17]([C:21]4[CH:26]=[CH:25][C:24]([C:27]([F:29])([F:30])[F:28])=[CH:23][C:22]=4[NH:31][C:32]([C@@H:34]4[CH2:38][CH2:37][CH2:36][N:35]4[CH:40]([CH3:42])[CH3:39])=[O:33])[CH:16]=3)[C:8]=2[N:9]=1)(=[O:3])[CH3:2]. Reported procedure: (2S)-N-(2-(6-(2-Acetamidobenzo[d]thiazol-4-yloxy)pyrimidin-4-yl)-5-(trifluoromethyl)-phenyl)pyrrolidine-2-carboxamide [Example 69(b)] was reacted with acetone under the conditions of Example 3(d) to give the title compound as a white solid. MS (ESI, pos. ion.) m/z: 585 (M+1). The reactants are CC(=O)OCc1nc2c(N)nc3cccnc3c2n1CC(C)(C)F, CO, ClCCl, N. Product: CC(C)(F)Cn1c(CO)nc2c(N)nc3cccnc3c21. Reaction SMILES: [C:1](=[O:2])([CH3:3])[O:4][CH2:5][c:6]1[n:7]([CH2:20][C:21]([CH3:22])([CH3:23])[F:24])[c:8]2[c:9]([c:10]([NH2:18])[n:11][c:12]3[cH:13][cH:14][cH:15][n:16][c:17]23)[n:19]1.[CH3:29][OH:30].[Cl:26][CH2:27][Cl:28].[NH3:25]>>[OH:4][CH2:5][c:6]1[n:7]([CH2:20][C:21]([CH3:22])([CH3:23])[F:24])[c:8]2[c:9]([c:10]([NH2:18])[n:11][c:12]3[cH:13][cH:14][cH:15][n:16][c:17]23)[n:19]1. Reactants: C(CC)P1(OP(OP(O1)(=O)CCC)(=O)CCC)=O (T3P), C(C)(C)(C)OC(=O)N1C(C=2C=CC(=NC2CC1)OC)C(=O)O (6-(tert-butoxycarbonyl)-2-methoxy-5,6,7,8-tetrahydro-1,6-naphthyridine-5-carboxylic acid), FC=1C=C(C=C2CCC(C12)(C)C)N (7-fluoro-1,1-dimethyl-2,3-dihydro-1H-inden-5-amine), CCN(C(C)C)C(C)C (DIEA). Reagents/catalysts: CN(C)C=1C=CN=CC1 (DMAP). Solvent: C(C)(=O)OCC (ethyl acetate), O (water). Run at temperature 65 celsius, time 15 hour. Yields the product FC=1C=C(C=C2CCC(C12)(C)C)NC(=O)C1C=2C=CC(=NC2CCN1C(=O)OC(C)(C)C)OC (tert-butyl 5-((7-fluoro-1,1-dimethyl-2,3-dihydro-1H-inden-5-yl)carbamoyl)-2-methoxy-7,8-dihydro-1,6-naphthyridine-6(5H)-carboxylate). Isolated yield 81.2%. As a reaction SMILES: C(P1(=O)OP(CCC)(=O)OP(CCC)(=O)O1)CC.[C:19]([O:23][C:24]([N:26]1[CH2:35][CH2:34][C:33]2[N:32]=[C:31]([O:36][CH3:37])[CH:30]=[CH:29][C:28]=2[CH:27]1[C:38]([OH:40])=O)=[O:25])([CH3:22])([CH3:21])[CH3:20].[F:41][C:42]1[CH:43]=[C:44]([NH2:53])[CH:45]=[C:46]2[C:50]=1[C:49]([CH3:52])([CH3:51])[CH2:48][CH2:47]2.CCN(C(C)C)C(C)C>CN(C1C=CN=CC=1)C.C(OCC)(=O)C.O>[F:41][C:42]1[CH:43]=[C:44]([NH:53][C:38]([CH:27]2[N:26]([C:24]([O:23][C:19]([CH3:21])([CH3:20])[CH3:22])=[O:25])[CH2:35][CH2:34][C:33]3[N:32]=[C:31]([O:36][CH3:37])[CH:30]=[CH:29][C:28]2=3)=[O:40])[CH:45]=[C:46]2[C:50]=1[C:49]([CH3:51])([CH3:52])[CH2:48][CH2:47]2. Reported procedure: T3P (4.89 mL, 8.22 mmol) was added to a solution of 6-(tert-butoxycarbonyl)-2-methoxy-5,6,7,8-tetrahydro-1,6-naphthyridine-5-carboxylic acid (1.69 g, 5.48 mmol), 7-fluoro-1,1-dimethyl-2,3-dihydro-1H-inden-5-amine (0.982 g, 5.48 mmol), DIEA (4.77 mL, 27.41 mmol) and DMAP (0.737 g, 6.03 mmol) in ethyl acetate (40 mL) at room temperature. The mixture was stirred at 65° C. for 15 hr, the reaction mixture was poured into water (150 mL), and the mixture was extracted with ethyl acetate (×3). The organ...